From a dataset of the Open Reaction Database (ORD), a public repository of structured organic reaction records. describe an organic reaction: reactants, conditions, products, and yield The reactants are FC1=C(C=CC=C1)[N+](=O)[O-] (2-fluoronitrobenzene), O1CCN(CC1)C(CC)O (morpholino-propanol), C([O-])([O-])=O.[Cs+].[Cs+] (caesium carbonate), CN(C=O)C (dimethylformamide). Solvent: C(C)(=O)OCC (ethyl acetate), O (water). Yields the product O1CCN(CC1)C(COC1=C(C=CC=C1)[N+](=O)[O-])C (2-Morpholinopropyloxynitrobenzene). Reaction SMILES: F[C:2]1[CH:7]=[CH:6][CH:5]=[CH:4][C:3]=1[N+:8]([O-:10])=[O:9].[O:11]1[CH2:16][CH2:15][N:14]([CH:17](O)[CH2:18]C)[CH2:13][CH2:12]1.[C:21](=O)([O-])[O-:22].[Cs+].[Cs+].CN(C)C=O>C(OCC)(=O)C.O>[O:11]1[CH2:12][CH2:13][N:14]([CH:17]([CH3:18])[CH2:21][O:22][C:2]2[CH:7]=[CH:6][CH:5]=[CH:4][C:3]=2[N+:8]([O-:10])=[O:9])[CH2:15][CH2:16]1 |f:2.3.4|. Reported procedure: 0.57 g 2-fluoronitrobenzene, 0.65 g morpholino-propanol, 3.0 g caesium carbonate and 30 ml dimethylformamide are stirred for 2 days at room temperature in a closed 50 ml round-bottomed flask. One pours the suspension on to 50 ml water, extracts the aqueous phase 3 times with, in each case, 50 ml ethyl acetate and evaporates the combined organic phases on a rotoevaporator. For the removal of the dimethylformamide, which would disturb the chromatographic separation, the DMF-containing residue is a... Reactants: C1(CC1)COCCC1=CC=C(OCC2CO2)C=C1 (1-[4-(2-cyclopropylmethoxyethyl)phenoxy]-2,3-epoxypropane), NCCCS(=O)(=O)C1=CC=C(C=C1)C=1C=CC(NN1)=O (6-[4-(3-aminopropylsulphonyl)phenyl]-3(2H)-pyridazinone). The product is C1(CC1)COCCC1=CC=C(OCC(CNCCCS(=O)(=O)C2=CC=C(C=C2)C=2CCC(NN2)=O)O)C=C1 (6-[4-[3-[3-(4-(2-Cyclopropylmethoxyethyl)phenoxy)-2-hydroxypropylamino]propylsulphonyl]phenyl]-4,5-dihydro-3(2H)-pyridazinone). As a reaction SMILES: [CH:1]1([CH2:4][O:5][CH2:6][CH2:7][C:8]2[CH:18]=[CH:17][C:11]([O:12][CH2:13][CH:14]3[O:16][CH2:15]3)=[CH:10][CH:9]=2)[CH2:3][CH2:2]1.[NH2:19][CH2:20][CH2:21][CH2:22][S:23]([C:26]1[CH:31]=[CH:30][C:29]([C:32]2[CH:33]=[CH:34][C:35](=[O:38])[NH:36][N:37]=2)=[CH:28][CH:27]=1)(=[O:25])=[O:24]>>[CH:1]1([CH2:4][O:5][CH2:6][CH2:7][C:8]2[CH:18]=[CH:17][C:11]([O:12][CH2:13][CH:14]([OH:16])[CH2:15][NH:19][CH2:20][CH2:21][CH2:22][S:23]([C:26]3[CH:27]=[CH:28][C:29]([C:32]4[CH2:33][CH2:34][C:35](=[O:38])[NH:36][N:37]=4)=[CH:30][CH:31]=3)(=[O:24])=[O:25])=[CH:10][CH:9]=2)[CH2:3][CH2:2]1. Procedure details: Prepared analogously to Example 1 from 1-[4-(2-cyclopropylmethoxyethyl)phenoxy]-2,3-epoxypropane and 6-[4-(3-aminopropylsulphonyl)phenyl]-3(2H)-pyridazinone. The reactants are C(O)([O-])=O.[Na+] (sodium hydrogen carbonate), ClC1=C(C(=CC(=C1)[N+](=O)[O-])CCO)O (2-chloro-6-(2-hydroxyethyl)-4-nitrophenol), CS(=O)(=O)Cl (methanesulfonyl chloride), CS(=O)(=O)Cl (methanesulfonyl chloride), Cl (hydrochloric acid). Run in N1=CC=CC=C1 (pyridine). Conditions: temperature -15 celsius, time 30 minute. The product is ClC1=CC(=CC=2CCOC21)[N+](=O)[O-] (7-chloro-5-nitro-2,3-dihydro-1-benzofuran). Isolated yield 74.8%. As a reaction SMILES: [Cl:1][C:2]1[CH:7]=[C:6]([N+:8]([O-:10])=[O:9])[CH:5]=[C:4]([CH2:11][CH2:12]O)[C:3]=1[OH:14].CS(Cl)(=O)=O.C(=O)([O-])O.[Na+].Cl>N1C=CC=CC=1>[Cl:1][C:2]1[C:3]2[O:14][CH2:12][CH2:11][C:4]=2[CH:5]=[C:6]([N+:8]([O-:10])=[O:9])[CH:7]=1 |f:2.3|. Procedure: A mixture of 2-chloro-6-(2-hydroxyethyl)-4-nitrophenol (11.3 g) and pyridine (41.8 mL) was cooled to −15° C. To this mixture was added dropwise methanesulfonyl chloride (4.04 mL), followed by stirring at −10° C. for 30 minutes. To this reaction mixture was added methanesulfonyl chloride (2.02 mL), followed by stirring at −10° C. for 20 minutes. To the mixture was added a saturated aqueous sodium hydrogen carbonate solution, followed by stirring for 2 hours, the pH was adjusted to 1 with 6 M hydr... Reported procedure: A 54 mg portion of 2-cyclopropyl-5,6,7,8-tetrahydro[1,2,4]triazolo[1,5-α]pyrazine hydrochloride was coupled to (3R)-3-[(tert-butoxycarbonyl)amino]-4-(2,4,5-trifluorophenyl)butanoic acid essentially following the procedure outlined in Example 2, Step D. Purification by two sequential preparative TLC columns (silica gel, 10% methanol/dichloromethane) gave the title compound as a white solid. As a reaction SMILES: Cl.[CH:2]1([C:5]2[N:13]=[C:8]3[CH2:9][NH:10][CH2:11][CH2:12][N:7]3[N:6]=2)[CH2:4][CH2:3]1.[C:14]([O:18][C:19]([NH:21][C@H:22]([CH2:27][C:28]1[CH:33]=[C:32]([F:34])[C:31]([F:35])=[CH:30][C:29]=1[F:36])[CH2:23][C:24](O)=[O:25])=[O:20])([CH3:17])([CH3:16])[CH3:15]>>[C:14]([O:18][C:19]([NH:21][C@H:22]([CH2:27][C:28]1[CH:33]=[C:32]([F:34])[C:31]([F:35])=[CH:30][C:29]=1[F:36])[CH2:23][C:24]([N:10]1[CH2:11][CH2:12][N:7]2[N:6]=[C:5]([CH:2]3[CH2:4][CH2:3]3)[N:13]=[C:8]2[CH2:9]1)=[O:25])=[O:20])([CH3:17])([CH3:15])[CH3:16] |f:0.1|. Reactants: Cl.C1(CC1)C1=NN2C(CNCC2)=N1 (2-cyclopropyl-5,6,7,8-tetrahydro[1,2,4]triazolo[1,5-α]pyrazine hydrochloride), C(C)(C)(C)OC(=O)N[C@@H](CC(=O)O)CC1=C(C=C(C(=C1)F)F)F ((3R)-3-[(tert-butoxycarbonyl)amino]-4-(2,4,5-trifluorophenyl)butanoic acid). Product: C(C)(C)(C)OC(=O)N[C@@H](CC(=O)N1CC=2N(CC1)N=C(N2)C2CC2)CC2=C(C=C(C(=C2)F)F)F (7-[(3R)-3-[(tert-Butoxycarbonyl)amino]-4-(2,4,5-trifluorophenyl)butanoyl]-2-cyclopropyl-5,6,7,8-tetrahydro[1,2,4]triazolo[1,5-α]pyrazine). Reactants: COCOc1ccc(-c2ccc3c(C=O)n[nH]c3c2)cc1OC, CN(C)c1ccccn1, ClCCl, O=S(=O)(Cl)Cl, Cc1cc(C)cc(C)c1. The product is COCOc1ccc(-c2ccc3c(C=O)nn(S(=O)(=O)c4c(C)cc(C)cc4C)c3c2)cc1OC. As a reaction SMILES: [CH3:1][O:2][c:3]1[cH:4][c:5](-[c:13]2[cH:14][cH:15][c:16]3[c:17]([CH:22]=[O:23])[n:18][nH:19][c:20]3[cH:21]2)[cH:6][cH:7][c:8]1[O:9][CH2:10][O:11][CH3:12].[CH3:38][N:39]([c:40]1[cH:41][cH:42][cH:43][cH:44][n:45]1)[CH3:46].[Cl:47][CH2:48][Cl:49].[S:24](=[O:25])(=[O:26])([Cl:27])[Cl:28].[c:29]1([CH3:37])[cH:30][c:31]([CH3:36])[cH:32][c:33]([CH3:35])[cH:34]1>>[CH3:1][O:2][c:3]1[cH:4][c:5](-[c:13]2[cH:14][cH:15][c:16]3[c:17]([CH:22]=[O:23])[n:18][n:19]([S:24](=[O:25])(=[O:26])[c:30]4[c:29]([CH3:37])[cH:34][c:33]([CH3:35])[cH:32][c:31]4[CH3:36])[c:20]3[cH:21]2)[cH:6][cH:7][c:8]1[O:9][CH2:10][O:11][CH3:12].